From a dataset of the Open Reaction Database (ORD), a public repository of structured organic reaction records. describe an organic reaction: reactants, conditions, products, and yield The reactants are CC(C)Oc1cc(C(F)(F)F)ccc1C(=O)O, NC1CCCC1N1CCCC1. Product: CC(C)Oc1cc(C(F)(F)F)ccc1C(=O)NC1CCCC1N1CCCC1. As a reaction SMILES: [CH:12]([CH3:13])([CH3:14])[O:15][c:16]1[c:17]([C:18](=[O:19])[OH:20])[cH:21][cH:22][c:23]([C:25]([F:26])([F:27])[F:28])[cH:24]1.[N:1]1([CH:6]2[CH:7]([NH2:11])[CH2:8][CH2:9][CH2:10]2)[CH2:2][CH2:3][CH2:4][CH2:5]1>>[N:1]1([CH:6]2[CH:7]([NH:11][C:18]([c:17]3[c:16]([O:15][CH:12]([CH3:13])[CH3:14])[cH:24][c:23]([C:25]([F:26])([F:27])[F:28])[cH:22][cH:21]3)=[O:19])[CH2:8][CH2:9][CH2:10]2)[CH2:2][CH2:3][CH2:4][CH2:5]1. The reactants are C(C)(=O)C(CCCCCCC(=O)O)CCCC(CCCCC)O (8-acetyl-12-hydroxyheptadecanoic acid), O (water), S(O)(O)(=O)=O (sulfuric acid). Reagents/catalysts: [O-2].[O-2].[O-2].[Cr+6] (chromium trioxide). Run in CC(=O)C (acetone). Reaction conditions: time 30 minute. Product: C(C)(=O)C(CCCCCCC(=O)O)CCCC(CCCCC)=O (8-Acetyl-12-oxoheptadecanoic Acid). RXN SMILES: [C:1]([CH:4]([CH2:14][CH2:15][CH2:16][CH:17]([OH:23])[CH2:18][CH2:19][CH2:20][CH2:21][CH3:22])[CH2:5][CH2:6][CH2:7][CH2:8][CH2:9][CH2:10][C:11]([OH:13])=[O:12])(=[O:3])[CH3:2].O.S(=O)(=O)(O)O>CC(C)=O.[O-2].[O-2].[O-2].[Cr+6]>[C:1]([CH:4]([CH2:14][CH2:15][CH2:16][C:17](=[O:23])[CH2:18][CH2:19][CH2:20][CH2:21][CH3:22])[CH2:5][CH2:6][CH2:7][CH2:8][CH2:9][CH2:10][C:11]([OH:13])=[O:12])(=[O:3])[CH3:2] |f:4.5.6.7|. Procedure: A solution of 8-acetyl-12-hydroxyheptadecanoic acid (9.85 g., 0.03 mole) in acetone (29 ml.) is cooled to 5°-10° and treated, dropwise, over 21/4 hours with a solution prepared from a mixture of chromium trioxide (2.57 g., 0.0257 mole) water (7.5 ml.) and concentrated sulfuric acid (2.1 ml.). Stirring is continued for an additional 30 minutes. Reactants: C1CCOC1, CO, CCOC(C)=O, [Cl-], O=c1c([N+](=O)[O-])cccn1-c1ccc(F)cc1, [NH4+]. Product: Nc1cccn(-c2ccc(F)cc2)c1=O. RXN SMILES: [CH2:20]1[O:21][CH2:22][CH2:23][CH2:24]1.[CH3:25][OH:26].[CH3:27][CH2:28][O:29][C:30]([CH3:31])=[O:32].[Cl-:18].[F:1][c:2]1[cH:3][cH:4][c:5](-[n:8]2[c:9](=[O:17])[c:10]([N+:14]([O-:15])=[O:16])[cH:11][cH:12][cH:13]2)[cH:6][cH:7]1.[NH4+:19]>>[F:1][c:2]1[cH:3][cH:4][c:5](-[n:8]2[c:9](=[O:17])[c:10]([NH2:14])[cH:11][cH:12][cH:13]2)[cH:6][cH:7]1. Starting materials: [Li]CCCC, ClCn1cccn1, Cl, C1CCOC1, c1ccc(Pc2ccccc2)cc1. Yields the product c1ccc(P(Cn2cccn2)c2ccccc2)cc1. Reaction SMILES: [CH2:14]([Li:15])[CH2:16][CH2:17][CH3:18].[Cl:20][CH2:21][n:22]1[n:23][cH:24][cH:25][cH:26]1.[ClH:19].[O:27]1[CH2:28][CH2:29][CH2:30][CH2:31]1.[c:1]1([PH:7][c:8]2[cH:9][cH:10][cH:11][cH:12][cH:13]2)[cH:2][cH:3][cH:4][cH:5][cH:6]1>>[c:1]1([P:7]([c:8]2[cH:9][cH:10][cH:11][cH:12][cH:13]2)[CH2:21][n:22]2[n:23][cH:24][cH:25][cH:26]2)[cH:2][cH:3][cH:4][cH:5][cH:6]1. The reactants are O=CCCC1=CC=C(C(=O)OC)C=C1 (Methyl 4-(3-oxopropyl)benzoate), ClC1=CC=C(C=C1)[N+]#[C-] (4-chlorophenyl isocyanide), CN1CCNCC1 (N-methylpiperazine), CC(=O)O (AcOH). The solvent is C(C(F)(F)F)O (trifluoroethanol), CO (methanol). Run at temperature 50 celsius. The product is ClC1=CC=C(C=C1)NC(C(CCC1=CC=C(C(=O)OC)C=C1)N1CCN(CC1)C)=O (Methyl 4-[4-[(4-chlorophenyl)amino]-3-(4-methylpiperazin-1-yl)-4-oxobutyl]benzoate). RXN SMILES: O=[CH:2][CH2:3][CH2:4][C:5]1[CH:14]=[CH:13][C:8]([C:9]([O:11][CH3:12])=[O:10])=[CH:7][CH:6]=1.[Cl:15][C:16]1[CH:21]=[CH:20][C:19]([N+:22]#[C-:23])=[CH:18][CH:17]=1.[CH3:24][N:25]1[CH2:30][CH2:29][NH:28][CH2:27][CH2:26]1.CC(O)=[O:33]>C(O)C(F)(F)F.CO>[Cl:15][C:16]1[CH:21]=[CH:20][C:19]([NH:22][C:23](=[O:33])[CH:2]([N:28]2[CH2:29][CH2:30][N:25]([CH3:24])[CH2:26][CH2:27]2)[CH2:3][CH2:4][C:5]2[CH:14]=[CH:13][C:8]([C:9]([O:11][CH3:12])=[O:10])=[CH:7][CH:6]=2)=[CH:18][CH:17]=1. Reported procedure: Methyl 4-(3-oxopropyl)benzoate (43.5 mg, 0.226 mmol), 4-chlorophenyl isocyanide (43.5 mg, 0.316 mmol), N-methylpiperazine (40.0 μL, 0.36 mmol) and AcOH (20.0 μL, 0.36 mmol) were dissolved in 100 μL of trifluoroethanol and heated at 50° C. for 3 hours. The reaction mixture was diluted with 2 mL of methanol and purified by reversed phase HPLC to afford the desired product. MS cal'd 430.2 (MH+), exp 430.1 (MH+). Starting materials: [Si](C)(C)(C(C)(C)C)OC[C@@H]1C(C=C(CN1C(=O)OC(C)(C)C)O[Si](C)(C)C)C ((6S)-tert-butyl 6-((tert-butyldimethylsilyloxy)methyl)-5-methyl-3-(trimethylsilyloxy)-5,6-dihydropyridine-1(2H)-carboxylate), [Si](C)(C)(C(C)(C)C)OC[C@@H]1C(C=C(CN1C(=O)OC(C)(C)C)O[Si](C)(C)C)C ((6S)-tert-butyl 6-((tert-butyldimethylsilyloxy)methyl)-5-methyl-3-(trimethylsilyloxy)-5,6-dihydropyridine-1(2H)-carboxylate). Reagents/catalysts: CC(=O)[O-].CC(=O)[O-].[Pd+2] (Pd(OAc)2). The solvent is CCOC(=O)C (EtOAc), C(C)#N (ACN). Product: [Si](C)(C)(C(C)(C)C)OC[C@H]1N(CC(C=C1C)=O)C(=O)OC(C)(C)C ((S)-tert-butyl 2-((tert-butyldimethylsilyloxy)methyl)-3-methyl-5-oxo-5,6-dihydropyridine-1(2H)-carboxylate). Yield: 58.3%. Reaction SMILES: [Si:1]([O:8][CH2:9][C@H:10]1[N:15]([C:16]([O:18][C:19]([CH3:22])([CH3:21])[CH3:20])=[O:17])[CH2:14][C:13]([O:23][Si](C)(C)C)=[CH:12][CH:11]1[CH3:28])([C:4]([CH3:7])([CH3:6])[CH3:5])([CH3:3])[CH3:2]>C(#N)C.CCOC(C)=O.CC([O-])=O.CC([O-])=O.[Pd+2]>[Si:1]([O:8][CH2:9][C@@H:10]1[C:11]([CH3:28])=[CH:12][C:13](=[O:23])[CH2:14][N:15]1[C:16]([O:18][C:19]([CH3:22])([CH3:21])[CH3:20])=[O:17])([C:4]([CH3:7])([CH3:5])[CH3:6])([CH3:3])[CH3:2] |f:3.4.5|. Procedure: The crude (6S)-tert-butyl 6-((tert-butyldimethylsilyloxy)methyl)-5-methyl-3-(trimethylsilyloxy)-5,6-dihydropyridine-1(2H)-carboxylate (Intermediate 77, 12.58 g, 29.27 mmol) in 8 mL ACN was stirred at rt with Pd(OAc)2 (6.57 g, 29.27 mmol) for 2 days. The mixture was diluted with 160 mL EtOAc, filtered through celite, concentrated in vacuo and subjected to flash chromatography (220 g, 0-30% EA/Hex) to obtain the desired product (6.07 g, 58.3%) (over two steps) as a beige solid. RXN SMILES: [Cl:1][C:2]1[CH:7]=[CH:6][C:5]([C:8]2[S:9][C:10]([CH2:13]OC3CCC(=O)C=3)=[CH:11][N:12]=2)=[CH:4][CH:3]=1.[N-](S(C(F)(F)F)(=O)=O)S(C(F)(F)F)(=O)=[O:23].[CH2:36]([N+]1C=CN(C)C=1)[CH2:37][CH2:38][CH3:39].[CH3:46][O:47]CCOC>>[Cl:1][C:2]1[CH:3]=[CH:4][C:5]([C:8]2[S:9][C:10]([CH3:13])=[C:11]([CH:36]3[C:37](=[O:23])[CH2:38][CH2:39][C:46]3=[O:47])[N:12]=2)=[CH:6][CH:7]=1 |f:1.2|. Conditions: temperature 230 celsius. Starting materials: ClC1=CC=C(C=C1)C=1SC(=CN1)COC1=CC(CC1)=O (3-[2-(4-Chloro-phenyl)-thiazol-5-ylmethoxy]-cyclopent-2-enone), [N-](S(=O)(=O)C(F)(F)F)S(=O)(=O)C(F)(F)F.C(CCC)[N+]1=CN(C=C1)C (1-butyl-3-methylimidazolium bis(trifluoromethylsulphonyl)imide), COCCOC (ethylene glycol dimethyl ether). Procedure: To a solution of 3-[2-(4-Chloro-phenyl)-thiazol-5-ylmethoxy]-cyclopent-2-enone (1.29 g, 4.22 mmol) in ethylene glycol dimethyl ether (10 ml) was added 1-butyl-3-methylimidazolium bis(trifluoromethylsulphonyl)imide (100 μl) and the reaction heated to 230° C. by microwave irradiation for 30 minutes. The crude reaction mixture was dry loaded onto silica and purified by flash chromatography to give 2-[2-(4-Chloro-phenyl)-5-methyl-thiazol-4-yl]-cyclopentane-1,3-dione (1.12 g). Yields the product ClC1=CC=C(C=C1)C=1SC(=C(N1)C1C(CCC1=O)=O)C (2-[2-(4-Chloro-phenyl)-5-methyl-thiazol-4-yl]-cyclopentane-1,3-dione).